This data is from the Open Reaction Database (ORD), a public repository of structured organic reaction records. The task is: describe an organic reaction: reactants, conditions, products, and yield Starting materials: O1COC2=C1C=CC(=C2)CN(CCCN(C2=NC(=NS2)N2C=NC=C2)CC(=O)O)C(=O)OC(C)(C)C ([[3-(Benzo[1,3]dioxol-5-ylmethyl-tert-butoxycarbonyl-amino)-propyl]-(3-imidazol-1-yl-[1,2,4]thiadiazol-5-yl)-amino]-acetic acid), SiO2. The solvent is C(=O)(C(F)(F)F)O.C(Cl)Cl (TFA DCM). Conditions: time 30 minute. Yields the product O1COC2=C1C=CC(=C2)CNCCCN(C2=NC(=NS2)N2C=NC=C2)CC(=O)O ([{3-[(benzo[1,3]dioxol-5-ylmethyl)-amino]-propyl}-(3-imidazol-1-yl-[1,2,4]thiadiazol-5-yl)-amino]-acetic acid). Yield: 99.5%. Reaction SMILES: [O:1]1[C:5]2[CH:6]=[CH:7][C:8]([CH2:10][N:11](C(OC(C)(C)C)=O)[CH2:12][CH2:13][CH2:14][N:15]([CH2:26][C:27]([OH:29])=[O:28])[C:16]3[S:20][N:19]=[C:18]([N:21]4[CH:25]=[CH:24][N:23]=[CH:22]4)[N:17]=3)=[CH:9][C:4]=2[O:3][CH2:2]1>C(O)(C(F)(F)F)=O.C(Cl)Cl>[O:1]1[C:5]2[CH:6]=[CH:7][C:8]([CH2:10][NH:11][CH2:12][CH2:13][CH2:14][N:15]([CH2:26][C:27]([OH:29])=[O:28])[C:16]3[S:20][N:19]=[C:18]([N:21]4[CH:25]=[CH:24][N:23]=[CH:22]4)[N:17]=3)=[CH:9][C:4]=2[O:3][CH2:2]1 |f:1.2|. Procedure details: [[3-(Benzo[1,3]dioxol-5-ylmethyl-tert-butoxycarbonyl-amino)-propyl]-(3-imidazol-1-yl-[1,2,4]thiadiazol-5-yl)-amino]-acetic acid (70 mg, 140 μmol) was dissolved in TFA/DCM (1:1, 2 mL) and stirred at room temperature for 30 min. SiO2 (3 g) was added and the solvent was evaporated to afford a white slurry. Purification was achieved using column chromatography (CH2Cl2 to 4:1 CH2Cl2/MeOH) to afford 58 mg (99%) of [{3-[(benzo[1,3]dioxol-5-ylmethyl)-amino]-propyl}-(3-imidazol-1-yl-[1,2,4]thiadiazol-5-y... The reactants are CCN(CCCCl)C(C)C, Cc1ccc2c(n1)Nc1ccccc1N(C)C2=O, [H-], [Na+], C1COCCO1. Yields the product CCN(CCCN1c2ccccc2N(C)C(=O)c2ccc(C)nc21)C(C)C. As a reaction SMILES: [CH2:21]([CH3:22])[N:23]([CH:24]([CH3:25])[CH3:26])[CH2:27][CH2:28][CH2:29][Cl:30].[CH3:1][c:2]1[cH:3][cH:4][c:5]2[c:6]([n:18]1)[NH:7][c:8]1[c:9]([cH:14][cH:15][cH:16][cH:17]1)[N:10]([CH3:13])[C:11]2=[O:12].[H-:19].[Na+:20].[O:31]1[CH2:32][CH2:33][O:34][CH2:35][CH2:36]1>>[CH3:1][c:2]1[cH:3][cH:4][c:5]2[c:6]([n:18]1)[N:7]([CH2:29][CH2:28][CH2:27][N:23]([CH2:21][CH3:22])[CH:24]([CH3:25])[CH3:26])[c:8]1[c:9]([cH:14][cH:15][cH:16][cH:17]1)[N:10]([CH3:13])[C:11]2=[O:12].